From a dataset of the Open Reaction Database (ORD), a public repository of structured organic reaction records. describe an organic reaction: reactants, conditions, products, and yield Starting materials: C[C@]12CC[C@H]3[C@H]([C@@H]1CC[C@@H]2O)CCC4=CC(=O)CC[C@]34C (testosterone), [OH-].[Na+] (sodium hydroxide), OO (hydrogen peroxide). The solvent is CO (methanol). Run at temperature 3 celsius, time 3 hour. Yields the product 33g, C[C@]12CC[C@H]3[C@H]([C@@H]1CC[C@@H]2O)CCC4=CC(=O)CC[C@]34C (testosterone), O1[C@@H]2C13CC[C@H]1[C@@H]4CC[C@@H]([C@@]4(C)CC[C@@H]1[C@]3(CCC2=O)C)O (4β,5-Epoxy-17β-hydroxy-3-androstanone). As a reaction SMILES: [OH-:1].[Na+].OO.[CH3:5][C@@:6]12[C@@H:14]([OH:15])[CH2:13][CH2:12][C@H:11]1[C@@H:10]1[CH2:16][CH2:17][C:18]3[C@@:24]([CH3:25])([C@H:9]1[CH2:8][CH2:7]2)[CH2:23][CH2:22][C:20](=[O:21])[CH:19]=3>CO>[CH3:5][C@@:6]12[C@@H:14]([OH:15])[CH2:13][CH2:12][C@H:11]1[C@@H:10]1[CH2:16][CH2:17][C:18]3[C@@:24]([CH3:25])([C@H:9]1[CH2:8][CH2:7]2)[CH2:23][CH2:22][C:20](=[O:21])[CH:19]=3.[O:1]1[C:18]23[C@:24]([CH3:25])([CH2:23][CH2:22][C:20](=[O:21])[C@H:19]12)[C@@H:9]1[C@H:10]([C@H:11]2[C@@:6]([CH2:7][CH2:8]1)([CH3:5])[C@@H:14]([OH:15])[CH2:13][CH2:12]2)[CH2:16][CH2:17]3 |f:0.1|. Procedure: A solution of 33g of testosterone in 1500ml of methanol is prepared and cooled in an ice bath to 3°C. Over an hour period, 191ml of 4N sodium hydroxide and 143ml of 30% hydrogen peroxide are added simultaneously. The mixture is stirred at 3° C for an additional 3 hours after which thin layer chromatography shows that the testosterone has been completely consumed. The mixture is poured into 20 gallons of ice water contain 3 pounds of salt and the title epoxide crysallizes. The crystalline materia... Reactants: C1CSCCN1, CCN(C(C)C)C(C)C, ClCCl, O=C(O)c1cc([N+](=O)[O-])cc(C(F)(F)F)c1, O=S(Cl)Cl. Product: O=C(c1cc([N+](=O)[O-])cc(C(F)(F)F)c1)N1CCSCC1. As a reaction SMILES: [CH2:26]1[CH2:27][S:28][CH2:29][CH2:30][NH:31]1.[CH:17]([N:18]([CH2:19][CH3:20])[CH:21]([CH3:22])[CH3:23])([CH3:24])[CH3:25].[Cl:36][CH2:37][Cl:38].[N+:1](=[O:2])([O-:3])[c:4]1[cH:5][c:6]([C:7](=[O:8])[OH:9])[cH:10][c:11]([C:13]([F:14])([F:15])[F:16])[cH:12]1.[S:32]([Cl:33])([Cl:34])=[O:35]>>[N+:1](=[O:2])([O-:3])[c:4]1[cH:5][c:6]([C:7](=[O:9])[N:31]2[CH2:26][CH2:27][S:28][CH2:29][CH2:30]2)[cH:10][c:11]([C:13]([F:14])([F:15])[F:16])[cH:12]1. The reactants are C(CCC)N(C(=O)C1=NN(C(=C1)C)C1=C(C=C(C=C1)[N+](=O)[O-])C(=O)N1CC2=CC=CC=C2C[C@H]1CO[Si](C)(C)C(C)(C)C)CCCC ((S)—N,N-dibutyl-1-(2-(3-(((tert-butyldimethylsilyl)oxy)methyl)-1,2,3,4-tetrahydroisoquinoline-2-carbonyl)-4-nitrophenyl)-5-methyl-1H-pyrazole-3-carboxamide). The reagents and catalysts are [Pd] (Pd—C). Run in CCO (EtOH). Reaction conditions: time 3 hour. Yields the product NC1=CC(=C(C=C1)N1N=C(C=C1C)C(=O)N(CCCC)CCCC)C(=O)N1CC2=CC=CC=C2C[C@H]1CO[Si](C)(C)C(C)(C)C ((S)-1-(4-amino-2-(3-(((tert-butyldimethylsilyl)oxy)methyl)-1,2,3,4-tetrahydroisoquinoline-2-carbonyl)phenyl)-N,N-dibutyl-5-methyl-1H-pyrazole-3-carboxamide), solid. Isolated yield 69.0%. RXN SMILES: [CH2:1]([N:5]([CH2:44][CH2:45][CH2:46][CH3:47])[C:6]([C:8]1[CH:12]=[C:11]([CH3:13])[N:10]([C:14]2[CH:19]=[CH:18][C:17]([N+:20]([O-])=O)=[CH:16][C:15]=2[C:23]([N:25]2[C@H:34]([CH2:35][O:36][Si:37]([C:40]([CH3:43])([CH3:42])[CH3:41])([CH3:39])[CH3:38])[CH2:33][C:32]3[C:27](=[CH:28][CH:29]=[CH:30][CH:31]=3)[CH2:26]2)=[O:24])[N:9]=1)=[O:7])[CH2:2][CH2:3][CH3:4]>CCO.[Pd]>[NH2:20][C:17]1[CH:18]=[CH:19][C:14]([N:10]2[C:11]([CH3:13])=[CH:12][C:8]([C:6]([N:5]([CH2:44][CH2:45][CH2:46][CH3:47])[CH2:1][CH2:2][CH2:3][CH3:4])=[O:7])=[N:9]2)=[C:15]([C:23]([N:25]2[C@H:34]([CH2:35][O:36][Si:37]([C:40]([CH3:42])([CH3:41])[CH3:43])([CH3:39])[CH3:38])[CH2:33][C:32]3[C:27](=[CH:28][CH:29]=[CH:30][CH:31]=3)[CH2:26]2)=[O:24])[CH:16]=1. Procedure details: To a solution of (S)—N,N-dibutyl-1-(2-(3-(((tert-butyldimethylsilyl)oxy)methyl)-1,2,3,4-tetrahydroisoquinoline-2-carbonyl)-4-nitrophenyl)-5-methyl-1H-pyrazole-3-carboxamide (3.0 g, 4.5 mmol) in EtOH (50 mL) was added 10% Pd—C (0.3 g) followed by stirring under H2 balloon pressure at RT for 3 h. The reaction mixture was filtered through celite, the bed was washed with EtOH (150 mL) and the filtrate was concentrated invacuo. The residue was purified on silica gel (100-200 mesh) to afford the title...